This data is from the Open Reaction Database (ORD), a public repository of structured organic reaction records. The task is: describe an organic reaction: reactants, conditions, products, and yield Reactants: [BH4-], CC(C)(C)OC(=O)N1C(C(O)C(Cc2cc(F)cc(F)c2)[N+](=O)[O-])COC1(C)C, CO, Cl[Ni]Cl, [Na+], O. Yields the product CC(C)(C)OC(=O)N1C(C(O)C(N)Cc2cc(F)cc(F)c2)COC1(C)C. RXN SMILES: [BH4-:30].[C:1]([CH3:2])([CH3:3])([CH3:4])[O:5][C:6](=[O:7])[N:8]1[C:9]([CH3:28])([CH3:29])[O:10][CH2:11][CH:12]1[CH:13]([CH:14]([CH2:15][c:16]1[cH:17][c:18]([F:23])[cH:19][c:20]([F:22])[cH:21]1)[N+:24]([O-:25])=[O:26])[OH:27].[CH3:33][OH:34].[Cl:35][Ni:36][Cl:37].[Na+:31].[OH2:32]>>[C:1]([CH3:2])([CH3:3])([CH3:4])[O:5][C:6](=[O:7])[N:8]1[C:9]([CH3:28])([CH3:29])[O:10][CH2:11][CH:12]1[CH:13]([CH:14]([CH2:15][c:16]1[cH:17][c:18]([F:23])[cH:19][c:20]([F:22])[cH:21]1)[NH2:24])[OH:27].